describe an organic reaction: reactants, conditions, products, and yield From a dataset of the Open Reaction Database (ORD), a public repository of structured organic reaction records. The reactants are CS(C)=O, CC1COc2c(F)c(F)c(N)c3c(=O)c(-c4nnn[nH]4)cn1c23, NCCCn1ccnc1. Yields the product CC1COc2c(NCCCn3ccnc3)c(F)c(N)c3c(=O)c(-c4nnn[nH]4)cn1c23. As a reaction SMILES: [CH3:33][S:34]([CH3:35])=[O:36].[NH2:1][c:2]1[c:3]2[c:4](=[O:23])[c:5](-[c:18]3[n:19][n:20][n:21][nH:22]3)[cH:6][n:7]3[c:8]2[c:9]([c:10]([F:13])[c:11]1[F:12])[O:14][CH2:15][CH:16]3[CH3:17].[n:24]1([CH2:29][CH2:30][CH2:31][NH2:32])[cH:25][n:26][cH:27][cH:28]1>>[NH2:1][c:2]1[c:3]2[c:4](=[O:23])[c:5](-[c:18]3[n:19][n:20][n:21][nH:22]3)[cH:6][n:7]3[c:8]2[c:9]([c:10]([NH:32][CH2:31][CH2:30][CH2:29][n:24]2[cH:25][n:26][cH:27][cH:28]2)[c:11]1[F:12])[O:14][CH2:15][CH:16]3[CH3:17]. Reactants: CCc1ccccc1N1CCNCC1, O=C1Nc2cccnc2N(C(=O)CCCl)c2ccccc21, C1COCCO1. Product: CCc1ccccc1N1CCN(CCC(=O)N2c3ccccc3C(=O)Nc3cccnc32)CC1. As a reaction SMILES: [CH3:22][CH2:23][c:24]1[c:25]([N:30]2[CH2:31][CH2:32][NH:33][CH2:34][CH2:35]2)[cH:26][cH:27][cH:28][cH:29]1.[Cl:1][CH2:2][CH2:3][C:4](=[O:5])[N:6]1[c:7]2[c:8]([cH:18][cH:19][cH:20][n:21]2)[NH:9][C:10](=[O:17])[c:11]2[c:12]1[cH:13][cH:14][cH:15][cH:16]2.[O:36]1[CH2:37][CH2:38][O:39][CH2:40][CH2:41]1>>[CH2:2]([CH2:3][C:4](=[O:5])[N:6]1[c:7]2[c:8]([cH:18][cH:19][cH:20][n:21]2)[NH:9][C:10](=[O:17])[c:11]2[c:12]1[cH:13][cH:14][cH:15][cH:16]2)[N:33]1[CH2:32][CH2:31][N:30]([c:25]2[c:24]([CH2:23][CH3:22])[cH:29][cH:28][cH:27][cH:26]2)[CH2:35][CH2:34]1. Starting materials: ClC=1C2=C(N=C(N1)C1=CC(=CC=C1)Cl)CCC2 (4-chloro-2-(3-chlorophenyl)-6,7-dihydro-5H-cyclopenta[d]pyrimidine), NC1=CC=C(C=C1)CS(=O)(=O)N ((4-aminophenyl)methanesulfonamide). Yields the product ClC=1C=C(C=CC1)C=1N=C(C2=C(N1)CCC2)NC2=CC=C(C=C2)CS(=O)(=O)N ((4-((2-(3-Chlorophenyl)-6,7-dihydro-5H-cyclopenta[d]pyrimidin-4-yl)amino)phenyl)methanesulfonamide). Yield: 37.0%. As a reaction SMILES: Cl[C:2]1[C:3]2[CH2:17][CH2:16][CH2:15][C:4]=2[N:5]=[C:6]([C:8]2[CH:13]=[CH:12][CH:11]=[C:10]([Cl:14])[CH:9]=2)[N:7]=1.[NH2:18][C:19]1[CH:24]=[CH:23][C:22]([CH2:25][S:26]([NH2:29])(=[O:28])=[O:27])=[CH:21][CH:20]=1>>[Cl:14][C:10]1[CH:9]=[C:8]([C:6]2[N:7]=[C:2]([NH:18][C:19]3[CH:24]=[CH:23][C:22]([CH2:25][S:26]([NH2:29])(=[O:27])=[O:28])=[CH:21][CH:20]=3)[C:3]3[CH2:17][CH2:16][CH2:15][C:4]=3[N:5]=2)[CH:13]=[CH:12][CH:11]=1. Reported procedure: Following General Procedure A1, 4-chloro-2-(3-chlorophenyl)-6,7-dihydro-5H-cyclopenta[d]pyrimidine (0.075 g, 0.28 mmol) was reacted with (4-aminophenyl)methanesulfonamide (0.058 g, 0.31 mmol) to afford the title compound (0.043 g, 58%) as a white solid. MW=414.91. 1H NMR (DMSO-d6, 300 MHz) δ 8.93 (s, 1H), 8.32-8.21 (m, 2H), 7.85 (d, J=8.6 Hz, 2H), 7.57-7.50 (m, 2H), 7.36 (d, J=8.6 Hz, 2H), 6.85 (s, 2H), 4.25 (s, 2H), 2.99-2.86 (m, 4H), 2.18-2.05 (m, 2H); APCI MS m/z 415 [M+H]+. Reactants: CCOC(=O)C(C)(C)Oc1ccc(OCCc2nc(-c3ccccc3-c3ccc4cccc-4o3)oc2C)cc1, CCO, Cl, [Li+], [OH-], O. Yields the product Cc1oc(-c2ccccc2-c2ccc3cccc-3o2)nc1CCOc1ccc(OC(C)(C)C(=O)O)cc1. As a reaction SMILES: [CH2:1]([CH3:2])[O:3][C:4]([C:5]([CH3:6])([CH3:7])[O:8][c:9]1[cH:10][cH:11][c:12]([O:15][CH2:16][CH2:17][c:18]2[n:19][c:20](-[c:24]3[c:25](-[c:30]4[cH:31][cH:32][c:33]5[cH:37][cH:36][cH:35][c:34]-5[o:38]4)[cH:26][cH:27][cH:28][cH:29]3)[o:21][c:22]2[CH3:23])[cH:13][cH:14]1)=[O:39].[CH3:42][CH2:43][OH:44].[ClH:45].[Li+:40].[OH-:41].[OH2:46]>>[O:3]=[C:4]([C:5]([CH3:6])([CH3:7])[O:8][c:9]1[cH:10][cH:11][c:12]([O:15][CH2:16][CH2:17][c:18]2[n:19][c:20](-[c:24]3[c:25](-[c:30]4[cH:31][cH:32][c:33]5[cH:37][cH:36][cH:35][c:34]-5[o:38]4)[cH:26][cH:27][cH:28][cH:29]3)[o:21][c:22]2[CH3:23])[cH:13][cH:14]1)[OH:39]. Starting materials: O(C=1SC=CC1)C. The reagents and catalysts are OC(C)(C)C(O)(C)C, O1BOC=2C=CC=CC12, N(CC)(CC)CC, C1=CC2C=CC1C2, FC=1C(F)=C(F)C(B(C=2C(F)=C(F)C(F)=C(F)C2F)C=3C(F)=C(F)C(F)=C(F)C3F)=C(F)C1F. Solvent: C=1C=CC(=CC1)C. Run at temperature 25 celsius, time 48 hour. Product: O(C=1SC(=CC1)B2OC(C)(C)C(O2)(C)C)C. Isolated yield 40.0%. Procedure: Prepared from 2-methoxythiophene (4j, 114.2 mg, 1.00 mmol, 1.00 equiv), catBH (240 mg, 2.00 mmol, 2.00 equiv), N,N,4-trimethylaniline (1f, 13.5 mg, 0.10 mmol, 0.10 equiv), norbornene (94.0 mg, 1.00 mmol, 1.00 equiv), and B(C6F5)3 (51.2 mg, 0.10 mmol, 0.10 equiv) according to GP 3. The title compound was purified by flash column chromatography using cyclohexane/EtOAc/Et3N (30/1/1) as eluent to afford 6j[S5] (96.8 mg, 40%) as a colorless liquid. Reported procedure: A solution of 4-bromophenol (1 mol) in tetrahydrofuran (500 mL) was added to a slurry of sodium hydride (1.17 mol) in dimethylformamide (1.2 L) at 25° C. After complete reaction allylchloride (1.32 mol) was added and after stirring for a further 3 h at 45° the product was isolated with water and hexane. Distillation gave allyl-(4-bromophenyl(ether. bp. 65°-67° at 0.1 mm (82%). This material was heated at 195° with dimethylanaline for 4 hours and then distilled to yield 2-allyl-4-bromophenol (0.8... Isolated yield 81.0%. Reaction conditions: time 3 hour. As a reaction SMILES: [Br:1][C:2]1[CH:7]=[CH:6][C:5]([OH:8])=[CH:4][CH:3]=1.[H-].[Na+].[CH2:11](Cl)[CH:12]=[CH2:13].O>O1CCCC1.CN(C)C=O.CCCCCC>[CH2:13]([C:6]1[CH:7]=[C:2]([Br:1])[CH:3]=[CH:4][C:5]=1[OH:8])[CH:12]=[CH2:11] |f:1.2|. The product is C(C=C)C1=C(C=CC(=C1)Br)O (2-allyl-4-bromophenol). The solvent is O1CCCC1 (tetrahydrofuran), CN(C=O)C (dimethylformamide), CCCCCC (hexane). Reactants: BrC1=CC=C(C=C1)O (4-bromophenol), [H-].[Na+] (sodium hydride), O (water), C(C=C)Cl (allylchloride).